From a dataset of the Open Reaction Database (ORD), a public repository of structured organic reaction records. describe an organic reaction: reactants, conditions, products, and yield Starting materials: ClCCCCC(=O)C1=C(C=C(C(=C1)N)OC)OC (5-chloro-1-(5-amino-2,4-dimethoxyphenyl)-1-pentanone), FC(C1=CC=C(C=C1)N=C=O)(F)F (α,α,α-trifluoro-p-tolyl isocyanate), C1(=CC=CC=C1)C (toluene). The solvent is C(C)(=O)OCC (ethyl acetate). Reaction conditions: temperature 50 celsius. Yields the product ClCCCCC(=O)C=1C(=CC(=C(C1)NC(=O)NC1=CC=C(C=C1)C(F)(F)F)OC)OC (1-[5-(5-chloropentanoyl)-2,4-dimethoxyphenyl]-3-(4-trifluoromethylphenyl)urea). Yield: 94.0%. Reaction SMILES: [Cl:1][CH2:2][CH2:3][CH2:4][CH2:5][C:6]([C:8]1[CH:13]=[C:12]([NH2:14])[C:11]([O:15][CH3:16])=[CH:10][C:9]=1[O:17][CH3:18])=[O:7].[F:19][C:20]([F:31])([F:30])[C:21]1[CH:26]=[CH:25][C:24]([N:27]=[C:28]=[O:29])=[CH:23][CH:22]=1.C1(C)C=CC=CC=1>C(OCC)(=O)C>[Cl:1][CH2:2][CH2:3][CH2:4][CH2:5][C:6]([C:8]1[C:9]([O:17][CH3:18])=[CH:10][C:11]([O:15][CH3:16])=[C:12]([NH:14][C:28]([NH:27][C:24]2[CH:23]=[CH:22][C:21]([C:20]([F:19])([F:30])[F:31])=[CH:26][CH:25]=2)=[O:29])[CH:13]=1)=[O:7]. Procedure: A mixture of 5-chloro-1-(5-amino-2,4-dimethoxyphenyl)-1-pentanone (0.27 g, 1 mmol), prepared as in Example 14, α,α,α-trifluoro-p-tolyl isocyanate (0.16 mL, 1.1 mmol), toluene (3 mL) and ethyl acetate (0.5 mL) was heated 10 minutes with stirring at approximately 50° C. The mixture was concentrated and the residue was recrystallized from hexane/ethyl acetate. The solids were collected and dried at 70° C. to give 1-[5-(5-chloropentanoyl)-2,4-dimethoxyphenyl]-3-(4-trifluoromethylphenyl)urea (0.43 g,... Starting materials: C(=O)(C(F)(F)F)O (TFA), ClC=1N=CN(C1C(=O)NCC1=C(C(=C(C=C1)Cl)OC1=CC(=CC(=C1)C=O)C#N)F)COCC[Si](C)(C)C (4-chloro-N-({4-chloro-3-[(3-cyano-5-formylphenyl)oxy]-2-fluorophenyl}methyl)-1-({[2-(trimethylsilyl)ethyl]oxy}methyl)-1H-imidazole-5-carboxamide), N1CCOCC1 (morpholine), C(C)(=O)O[BH-](OC(C)=O)OC(C)=O.[Na+] (sodium triacetoxyborohydride), C(C)(=O)O (acetic acid). The solvent is ClCCCl (1,2-dichloroethane). Reaction conditions: time 1 hour. Product: ClC=1N=CNC1C(=O)NCC1=C(C(=C(C=C1)Cl)OC1=CC(=CC(=C1)CN1CCOCC1)C#N)F (4-chloro-N-[(4-chloro-3-{[3-cyano-5-(4-morpholinylmethyl)phenyl]oxy}-2-fluorophenyl)methyl]-1H-imidazole-5-carboxamide). Yield: 83.8%. Reaction SMILES: [Cl:1][C:2]1[N:3]=[CH:4][N:5](COCC[Si](C)(C)C)[C:6]=1[C:7]([NH:9][CH2:10][C:11]1[CH:16]=[CH:15][C:14]([Cl:17])=[C:13]([O:18][C:19]2[CH:24]=[C:23]([CH:25]=O)[CH:22]=[C:21]([C:27]#[N:28])[CH:20]=2)[C:12]=1[F:29])=[O:8].[NH:38]1[CH2:43][CH2:42][O:41][CH2:40][CH2:39]1.C(O[BH-](OC(=O)C)OC(=O)C)(=O)C.[Na+].C(O)(=O)C.C(O)(C(F)(F)F)=O>ClCCCl>[Cl:1][C:2]1[N:3]=[CH:4][NH:5][C:6]=1[C:7]([NH:9][CH2:10][C:11]1[CH:16]=[CH:15][C:14]([Cl:17])=[C:13]([O:18][C:19]2[CH:24]=[C:23]([CH2:25][N:38]3[CH2:43][CH2:42][O:41][CH2:40][CH2:39]3)[CH:22]=[C:21]([C:27]#[N:28])[CH:20]=2)[C:12]=1[F:29])=[O:8] |f:2.3|. Reported procedure: 4-chloro-N-({4-chloro-3-[(3-cyano-5-formylphenyl)oxy]-2-fluorophenyl}methyl)-1-({[2-(trimethylsilyl)ethyl]oxy}methyl)-1H-imidazole-5-carboxamide (40 mg, 0.071 mmol) and morpholine (6.18 mg, 0.071 mmol) were mixed in 1,2-dichloroethane (2 mL) and treated with sodium triacetoxyborohydride (21 mg, 0.099 mmol) and acetic acid (4.06 μl, 0.071 mmol). The mixture was stirred at RT for 1 h then TFA (2 ml, 26.0 mmol) was added to the solution and stirred for 30 min. The solvent was removed under vacuum a...